From a dataset of the Open Reaction Database (ORD), a public repository of structured organic reaction records. describe an organic reaction: reactants, conditions, products, and yield The reactants are O=C([O-])O, CCCCOCCOc1ccc(-c2ccc3c(c2)C=C(C(=O)Nc2ccc(SCc4ccno4)cc2)CCN3CC(C)C)cc1, ClCCl, [Na+], O, O=C(OO)c1cccc(Cl)c1. Yields the product CCCCOCCOc1ccc(-c2ccc3c(c2)C=C(C(=O)Nc2ccc(S(=O)Cc4ccno4)cc2)CCN3CC(C)C)cc1. Reaction SMILES: [C:58](=[O:59])([OH:60])[O-:61].[CH2:1]([CH2:2][CH2:3][CH3:4])[O:5][CH2:6][CH2:7][O:8][c:9]1[cH:10][cH:11][c:12](-[c:15]2[cH:16][cH:17][c:18]3[c:19]([cH:45]2)[CH:20]=[C:21]([C:29](=[O:30])[NH:31][c:32]2[cH:33][cH:34][c:35]([S:38][CH2:39][c:40]4[cH:41][cH:42][n:43][o:44]4)[cH:36][cH:37]2)[CH2:22][CH2:23][N:24]3[CH2:25][CH:26]([CH3:27])[CH3:28])[cH:13][cH:14]1.[Cl:63][CH2:64][Cl:65].[Na+:62].[OH2:57].[OH:46][O:47][C:48]([c:49]1[cH:50][c:51]([Cl:52])[cH:53][cH:54][cH:55]1)=[O:56]>>[CH2:1]([CH2:2][CH2:3][CH3:4])[O:5][CH2:6][CH2:7][O:8][c:9]1[cH:10][cH:11][c:12](-[c:15]2[cH:16][cH:17][c:18]3[c:19]([cH:45]2)[CH:20]=[C:21]([C:29](=[O:30])[NH:31][c:32]2[cH:33][cH:34][c:35]([S:38]([CH2:39][c:40]4[cH:41][cH:42][n:43][o:44]4)=[O:46])[cH:36][cH:37]2)[CH2:22][CH2:23][N:24]3[CH2:25][CH:26]([CH3:27])[CH3:28])[cH:13][cH:14]1. The reactants are CCCC[N+](CCCC)(CCCC)CCCC, Cc1oc(-c2ccccc2)nc1CCOS(C)(=O)=O, [K+], [OH-], O, Cc1cc(C=O)ccc1O, O=S(=O)([O-])O. Yields the product Cc1cc(C=O)ccc1OCCc1nc(-c2ccccc2)oc1C. RXN SMILES: [CH2:37]([N+:38]([CH2:39][CH2:40][CH2:41][CH3:42])([CH2:43][CH2:44][CH2:45][CH3:46])[CH2:47][CH2:48][CH2:49][CH3:50])[CH2:51][CH2:52][CH3:53].[CH3:11][c:12]1[c:13]([CH2:23][CH2:24][O:25][S:26]([CH3:27])(=[O:28])=[O:29])[n:14][c:15](-[c:17]2[cH:18][cH:19][cH:20][cH:21][cH:22]2)[o:16]1.[K+:31].[OH-:30].[OH2:54].[OH:1][c:2]1[c:3]([CH3:10])[cH:4][c:5]([CH:6]=[O:7])[cH:8][cH:9]1.[S:32]([O-:33])([OH:34])(=[O:35])=[O:36]>>[O:1]([c:2]1[c:3]([CH3:10])[cH:4][c:5]([CH:6]=[O:7])[cH:8][cH:9]1)[CH2:24][CH2:23][c:13]1[c:12]([CH3:11])[o:16][c:15](-[c:17]2[cH:18][cH:19][cH:20][cH:21][cH:22]2)[n:14]1. Reactants: C1(CCCC1)N1N=C(C=2C(=NC=CC21)OC)C=2C=C(SC2)C(=O)O (4-(1-cyclopentyl-4-methoxy-1H-pyrazolo[4,3-c]pyridin-3-yl)thiophene-2-carboxylic acid), C1(CC1)N (cyclopropylamine), CCN=C=NCCCN(C)C.Cl (EDCI hydrochloride), C=1C=CC2=C(C1)N=NN2O (HOBt). Solvent: CN(C)C=O (DMF), O (water). The product is C1(CCCC1)N1N=C(C=2C(=NC=CC21)OC)C=2C=C(SC2)C(=O)NC2CC2 (4-(1-cyclopentyl-4-methoxy-1H-pyrazolo[4,3-c]pyridin-3-yl)-N-cyclopropylthiophene-2-carboxamide). Reaction SMILES: [CH:1]1([N:6]2[C:14]3[CH:13]=[CH:12][N:11]=[C:10]([O:15][CH3:16])[C:9]=3[C:8]([C:17]3[CH:18]=[C:19]([C:22]([OH:24])=O)[S:20][CH:21]=3)=[N:7]2)[CH2:5][CH2:4][CH2:3][CH2:2]1.[CH:25]1([NH2:28])[CH2:27][CH2:26]1.CCN=C=NCCCN(C)C.Cl.C1C=CC2N(O)N=NC=2C=1>CN(C=O)C.O>[CH:1]1([N:6]2[C:14]3[CH:13]=[CH:12][N:11]=[C:10]([O:15][CH3:16])[C:9]=3[C:8]([C:17]3[CH:18]=[C:19]([C:22]([NH:28][CH:25]4[CH2:27][CH2:26]4)=[O:24])[S:20][CH:21]=3)=[N:7]2)[CH2:5][CH2:4][CH2:3][CH2:2]1 |f:2.3|. Reported procedure: A solution of 4-(1-cyclopentyl-4-methoxy-1H-pyrazolo[4,3-c]pyridin-3-yl)thiophene-2-carboxylic acid (75.0 mg) obtained in Step A of Example 155, cyclopropylamine (0.023 mL), EDCI hydrochloride (62.8 mg) and HOBt (44.3 mg) in DMF (10 mL) was stirred overnight at room temperature. To the reaction mixture was added water, and the mixture was extracted with ethyl acetate. The organic layer was washed successively with water and saturated brine, dried over anhydrous sodium sulfate, and concentrated u... Starting materials: FC=1C=C(C=CC1C)OC1=CC=C(C=C1)C=C (4-ethenylphenyl 3-fluoro-4-methylphenyl ether), B1C2CCCC1CCC2 (9-BBN), OO (H2O2), [OH-].[Na+] (NaOH). Run in C1CCOC1 (THF). Reaction conditions: time 8 hour. Yields the product FC=1C=C(C=CC1C)OC1=CC=C(C=C1)CCO (2-{4-[(3-fluoro-4-methylphenyl)oxy]phenyl}ethanol). The yield is 105.1%. As a reaction SMILES: [F:1][C:2]1[CH:3]=[C:4]([O:9][C:10]2[CH:15]=[CH:14][C:13]([CH:16]=[CH2:17])=[CH:12][CH:11]=2)[CH:5]=[CH:6][C:7]=1[CH3:8].B1C2CCCC1CCC2.[OH-:27].[Na+].OO>C1COCC1>[F:1][C:2]1[CH:3]=[C:4]([O:9][C:10]2[CH:15]=[CH:14][C:13]([CH2:16][CH2:17][OH:27])=[CH:12][CH:11]=2)[CH:5]=[CH:6][C:7]=1[CH3:8] |f:2.3|. Procedure details: To the solution of 4-ethenylphenyl 3-fluoro-4-methylphenyl ether (900 mg, 3.94 mmol) in dry THF (30 mL), was added 9-BBN (9.46 mL, 4.73 mmol) at 0° C. The mixture was stirred at room temperature overnight, and quenched with water (1.2 mL), followed by aq. NaOH (5.26 mL, 15.77 mmol), and 30% H2O2 (4.03 mL, 39.4 mmol). The reaction mixture was heated at 50° C. for 2 h. Then THF was removed under reduced pressure, and the residue was diluted with DCM. The organic layer was washed with water and bri... Reactants: OBO, CC(C)(C)OC(=O)Nc1ccc(I)cc1[N+](=O)[O-], COc1cccc(F)c1. The product is COc1cccc(F)c1-c1ccc(NC(=O)OC(C)(C)C)c([N+](=O)[O-])c1. As a reaction SMILES: [BH:19]([OH:20])[OH:21].[C:1]([CH3:2])([CH3:3])([CH3:4])[O:5][C:6]([NH:7][c:8]1[c:9]([N+:15](=[O:16])[O-:17])[cH:10][c:11]([I:14])[cH:12][cH:13]1)=[O:18].[F:22][c:23]1[cH:24][c:25]([O:29][CH3:30])[cH:26][cH:27][cH:28]1>>[C:1]([CH3:2])([CH3:3])([CH3:4])[O:5][C:6]([NH:7][c:8]1[c:9]([N+:15](=[O:16])[O-:17])[cH:10][c:11](-[c:24]2[c:23]([F:22])[cH:28][cH:27][cH:26][c:25]2[O:29][CH3:30])[cH:12][cH:13]1)=[O:18].